From a dataset of the Open Reaction Database (ORD), a public repository of structured organic reaction records. describe an organic reaction: reactants, conditions, products, and yield The reactants are C1(CC1)NC(C1=CC(=C(C=C1)C)N1C(C(=NC=C1)NC(C)(C)C1=C(C=CC=C1)O)=O)=O (N-Cyclopropyl-3-[3-[[1-(2-hydroxyphenyl)-1-methylethyl]amino]-2-oxo-1(2H)-pyrazinyl]-4-methyl-benzamide), C([O-])([O-])=O.[K+].[K+] (potassium carbonate), BrCC1CCN(CC1)C(=O)OC(C)(C)C (tert-butyl 4-(bromomethyl)piperidine-1-carboxylate). Solvent: C(C)#N (acetonitrile). Reaction conditions: time 1 hour. The product is C1(CC1)NC(C1=CC(=C(C=C1)C)N1C(C(=NC=C1)NC(C)(C1=C(C=CC=C1)OCC1CCNCC1)C)=O)=O (N-Cyclopropyl-4-methyl-3-[3-[[1-methyl-1-[2-(4-piperidinylmethoxy)phenyl]ethyl]amino]-2-oxo-1(2H)-pyrazinyl]-benzamide). Isolated yield 23.7%. RXN SMILES: [CH:1]1([NH:4][C:5](=[O:31])[C:6]2[CH:11]=[CH:10][C:9]([CH3:12])=[C:8]([N:13]3[CH:18]=[CH:17][N:16]=[C:15]([NH:19][C:20]([C:23]4[CH:28]=[CH:27][CH:26]=[CH:25][C:24]=4[OH:29])([CH3:22])[CH3:21])[C:14]3=[O:30])[CH:7]=2)[CH2:3][CH2:2]1.C(=O)([O-])[O-].[K+].[K+].Br[CH2:39][CH:40]1[CH2:45][CH2:44][N:43](C(OC(C)(C)C)=O)[CH2:42][CH2:41]1>C(#N)C>[CH:1]1([NH:4][C:5](=[O:31])[C:6]2[CH:11]=[CH:10][C:9]([CH3:12])=[C:8]([N:13]3[CH:18]=[CH:17][N:16]=[C:15]([NH:19][C:20]([CH3:22])([C:23]4[CH:28]=[CH:27][CH:26]=[CH:25][C:24]=4[O:29][CH2:39][CH:40]4[CH2:45][CH2:44][NH:43][CH2:42][CH2:41]4)[CH3:21])[C:14]3=[O:30])[CH:7]=2)[CH2:3][CH2:2]1 |f:1.2.3|. Procedure: N-Cyclopropyl-3-(3-(2-(2-hydroxyphenyl)propan-2-ylamino)-2-oxopyrazin-1(2H)-yl)-4-methylbenzamide (Example 134, 0.172 g), potassium carbonate (0.114 g) and tert-butyl 4-(bromomethyl)piperidine-1-carboxylate (0.114 g) were stirred together in acetonitrile (10 mL) at reflux overnight. The cooled reaction mixture was evaporated to dryness and the residue partitioned between ethyl acetate (20 mL) and water (20 mL). The separated aqueous layer was further extracted into ethyl acetate (2×20 mL), the c... The reactants are CC(C)(C)OC(=O)NC(c1ccc(Br)cc1)C(F)(F)F, O=C([O-])[O-], COCCOC, [Cs+], [Cs+], O=C(C=Cc1ccccc1)C=Cc1ccccc1, O=C(C=Cc1ccccc1)C=Cc1ccccc1, O=C(C=Cc1ccccc1)C=Cc1ccccc1, [Pd], [Pd], Nc1nccc(-c2ccccc2)n1. The product is CC(C)(C)OC(=O)NC(c1ccc(Nc2nccc(-c3ccccc3)n2)cc1)C(F)(F)F. As a reaction SMILES: [Br:14][c:15]1[cH:16][cH:17][c:18]([CH:21]([C:22]([F:23])([F:24])[F:25])[NH:26][C:27]([O:28][C:29]([CH3:30])([CH3:31])[CH3:32])=[O:33])[cH:19][cH:20]1.[C:34](=[O:35])([O-:36])[O-:37].[CH3:96][O:97][CH2:98][CH2:99][O:100][CH3:101].[Cs+:38].[Cs+:39].[O:42]=[C:43]([CH:44]=[CH:45][c:46]1[cH:47][cH:48][cH:49][cH:50][cH:51]1)[CH:52]=[CH:53][c:54]1[cH:55][cH:56][cH:57][cH:58][cH:59]1.[O:60]=[C:61]([CH:62]=[CH:63][c:64]1[cH:65][cH:66][cH:67][cH:68][cH:69]1)[CH:70]=[CH:71][c:72]1[cH:73][cH:74][cH:75][cH:76][cH:77]1.[O:78]=[C:79]([CH:80]=[CH:81][c:82]1[cH:83][cH:84][cH:85][cH:86][cH:87]1)[CH:88]=[CH:89][c:90]1[cH:91][cH:92][cH:93][cH:94][cH:95]1.[Pd:40].[Pd:41].[c:1]1(-[c:7]2[n:8][c:9]([NH2:13])[n:10][cH:11][cH:12]2)[cH:2][cH:3][cH:4][cH:5][cH:6]1>>[c:1]1(-[c:7]2[n:8][c:9]([NH:13][c:15]3[cH:16][cH:17][c:18]([CH:21]([C:22]([F:23])([F:24])[F:25])[NH:26][C:27]([O:28][C:29]([CH3:30])([CH3:31])[CH3:32])=[O:33])[cH:19][cH:20]3)[n:10][cH:11][cH:12]2)[cH:2][cH:3][cH:4][cH:5][cH:6]1. Reactants: CC(C)O, [Cu]I, FC(F)(F)c1ccccc1S, Ic1cnc2ccccc2c1, [K+], [K+], O=C([O-])[O-], OCCO. The product is FC(F)(F)c1ccccc1Sc1cnc2ccccc2c1. As a reaction SMILES: [CH:33]([OH:34])([CH3:35])[CH3:36].[Cu:37][I:38].[F:12][C:13]([c:14]1[c:15]([SH:20])[cH:16][cH:17][cH:18][cH:19]1)([F:21])[F:22].[I:1][c:2]1[cH:3][n:4][c:5]2[cH:6][cH:7][cH:8][cH:9][c:10]2[cH:11]1.[K+:27].[K+:28].[O-:29][C:30]([O-:31])=[O:32].[OH:23][CH2:24][CH2:25][OH:26]>>[c:2]1([S:20][c:15]2[c:14]([C:13]([F:12])([F:21])[F:22])[cH:19][cH:18][cH:17][cH:16]2)[cH:3][n:4][c:5]2[cH:6][cH:7][cH:8][cH:9][c:10]2[cH:11]1. Starting materials: FC(F)(F)c1ccc(Br)cc1, CC(C)CCC1CC[SiH](Cl)CC1, C1CCOC1, [Mg]. Yields the product CC(C)CCC1CC[SiH](c2ccc(C(F)(F)F)cc2)CC1. RXN SMILES: [Br:1][c:2]1[cH:3][cH:4][c:5]([C:8]([F:9])([F:10])[F:11])[cH:6][cH:7]1.[CH2:13]([CH2:14][CH:15]([CH3:16])[CH3:17])[CH:18]1[CH2:19][CH2:20][SiH:21]([Cl:24])[CH2:22][CH2:23]1.[CH2:25]1[O:26][CH2:27][CH2:28][CH2:29]1.[Mg:12]>>[c:2]1([SiH:21]2[CH2:20][CH2:19][CH:18]([CH2:13][CH2:14][CH:15]([CH3:16])[CH3:17])[CH2:23][CH2:22]2)[cH:3][cH:4][c:5]([C:8]([F:9])([F:10])[F:11])[cH:6][cH:7]1.